From a dataset of the Open Reaction Database (ORD), a public repository of structured organic reaction records. describe an organic reaction: reactants, conditions, products, and yield Reactants: CS(=O)(=O)OCCCCCC1=CC=CC2=CC=CC=C12 (1-methylsulfonyloxy-5-(naphth-1-yl)pentane), [I-].[Na+] (sodium iodide), O (water). Run in CC(=O)C (acetone). Product: C1(=CC=CC2=CC=CC=C12)CCCCCI (5-(naphth-1-yl)pentyl iodide). Isolated yield 85.9%. Reaction SMILES: CS(O[CH2:6][CH2:7][CH2:8][CH2:9][CH2:10][C:11]1[C:20]2[C:15](=[CH:16][CH:17]=[CH:18][CH:19]=2)[CH:14]=[CH:13][CH:12]=1)(=O)=O.[I-:21].[Na+].O>CC(C)=O>[C:11]1([CH2:10][CH2:9][CH2:8][CH2:7][CH2:6][I:21])[C:20]2[C:15](=[CH:16][CH:17]=[CH:18][CH:19]=2)[CH:14]=[CH:13][CH:12]=1 |f:1.2|. Procedure: Under a nitrogen atmosphere, a stirred solution of 4.1 grams (0.014 mole) of 1-methylsulfonyloxy-5-(naphth-1-yl)pentane, and 4.2 grams (0.028 mole) of sodium iodide in 150 mL of acetone was heated at reflux for 2.5 hours. The reaction mixture was poured into 400 mL of water, and the mixture was extracted with two 100 mL portions of diethyl ether. The combined extracts were dried with magnesium sulfate and filtered. The filtrate was concentrated under reduced pressure, yielding 3.9 grams of 5-(na... Starting materials: CCc1cn(C2CC(O)C(CO)O2)c(=O)[nH]c1=O, Cc1ccc(S(=O)(=O)Cl)cc1, c1ccncc1. Product: CCc1cn(C2CC(O)C(COS(=O)(=O)c3ccc(C)cc3)O2)c(=O)[nH]c1=O. RXN SMILES: [CH2:1]([CH3:2])[c:3]1[c:4](=[O:18])[nH:5][c:6](=[O:17])[n:7]([CH:8]2[CH2:9][CH:10]([OH:11])[CH:12]([CH2:13][OH:14])[O:15]2)[cH:16]1.[c:19]1([CH3:29])[cH:20][cH:21][c:22]([S:25](=[O:26])(=[O:27])[Cl:28])[cH:23][cH:24]1.[cH:30]1[cH:31][cH:32][n:33][cH:34][cH:35]1>>[CH2:1]([CH3:2])[c:3]1[c:4](=[O:18])[nH:5][c:6](=[O:17])[n:7]([CH:8]2[CH2:9][CH:10]([OH:11])[CH:12]([CH2:13][O:14][S:25]([c:22]3[cH:21][cH:20][c:19]([CH3:29])[cH:24][cH:23]3)(=[O:26])=[O:27])[O:15]2)[cH:16]1. Starting materials: C(C)(C)(C)C=1C=CC(C1)=C(C)C (3-tert-butyl-6,6-dimethylfulvene), C(C)(C)(C)C1=CC=2CC3=CC(=CC=C3C2C=C1)C(C)(C)C (2,7-di-tert-butylfluorene), CCCCCC (hexane), C(CCC)[Li] (n-butyllithium). The solvent is C1CCOC1 (THF), C1CCOC1 (THF), O (water). Reaction conditions: time 8 hour. The product is C(C)(C)(C)C1=CC(C(=C1)C)C(C)(C)C1=C(C=CC=2C3=CC=C(C=C3CC12)C(C)(C)C)C(C)(C)C (2-(3-tert-butyl-5-methylcyclopentadienyl)-2-(2,7-di-tert-butylfluorenyl)propane). The yield is 69.2%. Reaction SMILES: [C:1]([C:5]1[CH:17]=[CH:16][C:15]2[C:14]3[C:9](=[CH:10][C:11]([C:18]([CH3:21])([CH3:20])[CH3:19])=[CH:12][CH:13]=3)[CH2:8][C:7]=2[CH:6]=1)([CH3:4])([CH3:3])[CH3:2].[CH3:22]CCCCC.C([Li])CCC.[C:33]([C:37]1[CH:38]=[CH:39][C:40](=[C:42]([CH3:44])[CH3:43])[CH:41]=1)([CH3:36])([CH3:35])[CH3:34]>C1COCC1.O>[C:33]([C:37]1[CH:38]=[C:39]([CH3:22])[CH:40]([C:42]([C:10]2[C:9]3[CH2:8][C:7]4[C:15](=[CH:16][CH:17]=[C:5]([C:1]([CH3:4])([CH3:3])[CH3:2])[CH:6]=4)[C:14]=3[CH:13]=[CH:12][C:11]=2[C:18]([CH3:21])([CH3:20])[CH3:19])([CH3:44])[CH3:43])[CH:41]=1)([CH3:36])([CH3:35])[CH3:34]. Reported procedure: To a solution of 2.45 g (8.80 mmol) of 2,7-di-tert-butylfluorene in 50 ml of THF, 5.67 ml (9.24 mmol) of a hexane solution of n-butyllithium was dropwise added in a nitrogen atmosphere at 0° C., followed by stirring at room temperature overnight. To the resulting solution, a solution of 2.85 g (17.6 mmol) of 3-tert-butyl-6,6-dimethylfulvene in 30 ml of THF was successively dropwise added in a nitrogen atmosphere at 0° C., followed by stirring at room temperature overnight to perform reaction. Af...